From a dataset of the Open Reaction Database (ORD), a public repository of structured organic reaction records. describe an organic reaction: reactants, conditions, products, and yield The reactants are OC1=CC=C2C(C(=COC2=C1C)C1=C(C=CC=C1)O)=O (7-hydroxy-3-(2-hydroxy-phenyl)-8-methyl-chromen-4-one), [BH4-].[Na+] (NaBH4), Cl (HCl), O (water). Run in C(C)O (ethanol). Run at time 24 hour. Yields the product CC=1C(=CC=C2C3C(COC12)C1=C(O3)C=CC=C1)O (4-methyl-6a,11a-dihydro-6H-benzo[4,5]furo[3,2-c]chromen-3-ol). Isolated yield 54.8%. As a reaction SMILES: [OH:1][C:2]1[C:11]([CH3:12])=[C:10]2[C:5]([C:6](=[O:20])[C:7]([C:13]3[CH:18]=[CH:17][CH:16]=[CH:15][C:14]=3O)=[CH:8][O:9]2)=[CH:4][CH:3]=1.[BH4-].[Na+].O.Cl>C(O)C>[CH3:12][C:11]1[C:2]([OH:1])=[CH:3][CH:4]=[C:5]2[C:10]=1[O:9][CH2:8][CH:7]1[C:13]3[CH:18]=[CH:17][CH:16]=[CH:15][C:14]=3[O:20][CH:6]21 |f:1.2|. Procedure details: To a stirred solution of 7-hydroxy-3-(2-hydroxy-phenyl)-8-methyl-chromen-4-one (3 gm, 11.2 mmol) in absolute ethanol (30 ml) at 0° C. was added NaBH4 (2.6 gm, 67.2 mmol). The reaction mixture was then stirred for 24 hours at room temperature. The reaction was stopped by adding ice-cooled water and the solution was neutralized with 10% HCl to get the white precipitate. The white precipitate was washed with water and the purified by silica gel column chromatography using hexane-chloroform as the e... Reactants: C=1C=C[NH+]=CC1.[O-][Cr](=O)(=O)Cl (PCC), ClC1(C(C(CCC1)(F)Cl)O)Cl (2,2,6-trichloro-6-fluorocyclohexanol), CCOCC (ether). Run in ClC(C)Cl (dichloroethane). Product: ClC1(C(C(CCC1)(F)Cl)(O)O)Cl (2,2,6-trichloro-6-fluoro-1,1-cyclohexane-diol). The yield is 73.9%. Reaction SMILES: [Cl:1][C:2]1([Cl:11])[CH2:7][CH2:6][CH2:5][C:4]([Cl:9])([F:8])[CH:3]1[OH:10].C1C=C[NH+]=CC=1.[O-:18][Cr](Cl)(=O)=O.CCOCC>ClC(Cl)C>[Cl:1][C:2]1([Cl:11])[CH2:7][CH2:6][CH2:5][C:4]([Cl:9])([F:8])[C:3]1([OH:18])[OH:10] |f:1.2|. Procedure: 0.96 g (4.33 mmol) of trichlorofluoro alcohol 1b in solution in 10 cm3 of dichloroethane were introduced into a 25-cm3 round bottom flask fitted with a condenser and with magnetic stirring. 2.33 g (2.5 eq.) of PCC were added with a spatula and the mixture was heated to reflux under argon atmosphere for 7 h. The reaction mixture was allowed to cool and was then taken up with 100 cm3 of ether, the whole being filtered on florisil. The solvents were evaporated off, the residue was incorporated on s... The reactants are C(C)[SiH](CC)CC (triethylsilane), FC(C(=O)O)(F)F (trifluoroacetic acid), OC(C1=CC=C(C=C1)OC)(C1=CC=C(C=C1)OC)C=1C(NC(N([C@H]2[C@H](O[Si](C)(C)C(C)(C)C)[C@H](O[Si](C)(C)C(C)(C)C)[C@@H](CO[Si](C)(C)C(C)(C)C)O2)C1)=O)=O (5-(Hydroxy-1,1-bis(4-methoxyphenyl)methyl)-2',3',5'-tris-O-((1,1-dimethylethyl)dimethylsilyl)uridine). The solvent is ClCCl (dichloromethane). Run at time 1 hour. The product is COC1=CC=C(C=C1)C(C1=CC=C(C=C1)OC)C=1C(NC(N([C@H]2[C@H](O)[C@H](O)[C@@H](CO)O2)C1)=O)=O (5-(1,1-bis(4-methoxyphenyl)methyl)uridine). Isolated yield 64.9%. As a reaction SMILES: O[C:2]([C:19]1[C:20](=[O:56])[NH:21][C:22](=[O:55])[N:23]([CH:54]=1)[C@@H:24]1[O:53][C@H:43]([CH2:44][O:45][Si](C(C)(C)C)(C)C)[C@@H:34]([O:35][Si](C(C)(C)C)(C)C)[C@H:25]1[O:26][Si](C(C)(C)C)(C)C)([C:11]1[CH:16]=[CH:15][C:14]([O:17][CH3:18])=[CH:13][CH:12]=1)[C:3]1[CH:8]=[CH:7][C:6]([O:9][CH3:10])=[CH:5][CH:4]=1.C([SiH](CC)CC)C.FC(F)(F)C(O)=O>ClCCl>[CH3:10][O:9][C:6]1[CH:7]=[CH:8][C:3]([CH:2]([C:19]2[C:20](=[O:56])[NH:21][C:22](=[O:55])[N:23]([CH:54]=2)[C@@H:24]2[O:53][C@H:43]([CH2:44][OH:45])[C@@H:34]([OH:35])[C@H:25]2[OH:26])[C:11]2[CH:12]=[CH:13][C:14]([O:17][CH3:18])=[CH:15][CH:16]=2)=[CH:4][CH:5]=1. Reported procedure: The product of step (i) (3.8 g) was dissolved in dichloromethane (75 ml) and triethylsilane (0.8 ml) and was treated with trifluoroacetic acid(3.59 ml). After stirring for 1 hour at room temperature, the volatiles were removed under reduced pressure and any remaining traces removed by azeotroping four times with toluene. The residue was treated with 1M tetra-n-butylammonium fluoride solution in tetrahydrofuran (15 ml). After stirring for 36 hours, the solvent was removed under reduced pressure a... Starting materials: C1(=CC=CC=C1)P(C1=CC=CC=C1)C1=CC=CC=C1 (triphenylphosphine), compound 25s, COC=1C=C(C=CC1)O (3-methoxyphenol), compound 18s, N1(CCC2=CC=CC=C12)CCN1C[C@H](OCC1)CO ((S)-(4-(2-(Indolin-1-yl)ethyl)morpholin-2-yl)methanol), CCOC(=O)/N=N/C(=O)OCC (DEAD). Solvent: C1CCOC1 (THF). The product is N1(CCC2=CC=CC=C12)CCN1C[C@H](OCC1)COC1=CC(=CC=C1)OC ((S)-4-(2-(Indolin-1-yl)ethyl)-2-((3-methoxyphenoxy)methyl)morpholine). Isolated yield 62.4%. As a reaction SMILES: [N:1]1([CH2:10][CH2:11][N:12]2[CH2:17][CH2:16][O:15][C@H:14]([CH2:18][OH:19])[CH2:13]2)[C:9]2[C:4](=[CH:5][CH:6]=[CH:7][CH:8]=2)[CH2:3][CH2:2]1.[CH3:20][O:21][C:22]1[CH:23]=[C:24](O)[CH:25]=[CH:26][CH:27]=1.C1(P(C2C=CC=CC=2)C2C=CC=CC=2)C=CC=CC=1.CCOC(/N=N/C(OCC)=O)=O>C1COCC1>[N:1]1([CH2:10][CH2:11][N:12]2[CH2:17][CH2:16][O:15][C@H:14]([CH2:18][O:19][C:26]3[CH:25]=[CH:24][CH:23]=[C:22]([O:21][CH3:20])[CH:27]=3)[CH2:13]2)[C:9]2[C:4](=[CH:5][CH:6]=[CH:7][CH:8]=2)[CH2:3][CH2:2]1. Reported procedure: Essentially the same procedure was used to make compound 25s as was used for compound 18s (Example 16), with compound 51 (Example 10; 52 mg, 0.2 mmol), 3-methoxyphenol (0.032 ml, 0.3 mmol), triphenylphosphine (78 mg, 0.3 mmol), DEAD (0.05 ml, 0.3 mmol), and THF (1 ml). The crude residue was purified twice by flash column chromatography (silica, DCM/MeOH 1:0 to 8:2) to afford the title compound as a colourless oil (46 mg; 62%). Analyses were performed on the free base, and the free base was conve...